Dataset: the Open Reaction Database (ORD), a public repository of structured organic reaction records. Task: describe an organic reaction: reactants, conditions, products, and yield Starting materials: Cl.Cl.COC1=C(C=NC=C1)C1=CC=C(CC2NCCC=3C=C4C(=CC23)OCO4)C=C1 (5-[4-(4-methoxypyridin-3-yl)benzyl]-5,6,7,8-tetrahydro-[1,3]dioxolo[4,5-g]isoquinoline dihydrochloride salt), C(C)(C)(C)OC(=O)N1C(C=2C=C3C(=CC2CC1)OCO3)CC3=CC=C(C=C3)Br (5-(4-Bromobenzyl)-7,8-dihydro-5H-[1,3]dioxolo[4,5-g]isoquinoline-6-carboxylic acid tert-butyl ester), COC1=C(C=NC=C1)B(O)O (4-methoxypyridine-3-boronic acid), C1(=CC=CC=C1)P(C1=CC=CC=C1)C1=CC=CC=C1 (triphenylphosphine), C(=O)([O-])[O-].[Na+].[Na+] (Na2CO3). Reagents/catalysts: C(C)(=O)[O-].[Pd+2].C(C)(=O)[O-] (Palladium (II) acetate). Run in CC(C)O (2-propanol). The product is C(C)(C)(C)OC(=O)N1C(C=2C=C3C(=CC2CC1)OCO3)CC3=CC=C(C=C3)C=3C=NC=CC3OC (5-[4-(4-methoxypyridin-3-yl)benzyl]-7,8-dihydro-5H-[1,3]dioxolo[4,5-g]isoquinoline-6-carboxylic acid tert-butyl ester). RXN SMILES: Cl.Cl.[CH3:3][O:4][C:5]1[CH:10]=[CH:9][N:8]=[CH:7][C:6]=1[C:11]1[CH:30]=[CH:29][C:14]([CH2:15][CH:16]2[C:25]3[CH:24]=[C:23]4[O:26][CH2:27][O:28][C:22]4=[CH:21][C:20]=3[CH2:19][CH2:18][NH:17]2)=[CH:13][CH:12]=1.[C:31]([O:35][C:36](N1CCC2C=C3OCOC3=CC=2C1CC1C=CC(Br)=CC=1)=[O:37])([CH3:34])([CH3:33])[CH3:32].COC1C=CN=CC=1B(O)O.C1(P(C2C=CC=CC=2)C2C=CC=CC=2)C=CC=CC=1.C([O-])([O-])=O.[Na+].[Na+]>CC(O)C.C([O-])(=O)C.[Pd+2].C([O-])(=O)C>[C:31]([O:35][C:36]([N:17]1[CH2:18][CH2:19][C:20]2[CH:21]=[C:22]3[O:28][CH2:27][O:26][C:23]3=[CH:24][C:25]=2[CH:16]1[CH2:15][C:14]1[CH:13]=[CH:12][C:11]([C:6]2[CH:7]=[N:8][CH:9]=[CH:10][C:5]=2[O:4][CH3:3])=[CH:30][CH:29]=1)=[O:37])([CH3:34])([CH3:33])[CH3:32] |f:0.1.2,6.7.8,10.11.12|. Procedure: The synthesis of 5-[4-(4-methoxypyridin-3-yl)benzyl]-5,6,7,8-tetrahydro-[1,3]dioxolo[4,5-g]isoquinoline dihydrochloride salt 45 is shown in Scheme-12. Reaction of compound 38 with 4-methoxypyridine-3-boronic acid 19 in the presence of Palladium (II) acetate, triphenylphosphine, and Na2CO3 in anhydrous 2-propanol yielded 5-[4-(4-methoxypyridin-3-yl)benzyl]-7,8-dihydro-5H-[1,3]dioxolo[4,5-g]isoquinoline-6-carboxylic acid tert-butyl ester 43 which was treated with trifluoroacetic acid in dichlorome... Solvent: C(C)N(CC)CC (triethylamine). Procedure details: To an ice cold and stirred mixture of N-(2-hydroxyethyl)dithiocarbamic acid methyl ester (1.513 g) and ethoxyethylene (1.92 ml) is added toluene-p-sulfonic acid monohydrate (9.5 mg). After stirring for 30 minutes at room temperature, the homogeneous solution is mixed with triethylamine (8 μl) and concentrated under reduced pressure to yield N-[2-(1-ethoxyethoxy)ethyl]dithiocarbamic acid methyl ester (2.4 g). Reactants: ice, O.C1(=CC=C(C=C1)S(=O)(=O)O)C (toluene-p-sulfonic acid monohydrate), CSC(NCCO)=S (N-(2-hydroxyethyl)dithiocarbamic acid methyl ester), C(C)OC=C (ethoxyethylene). Reaction conditions: time 30 minute. Yields the product CSC(NCCOC(C)OCC)=S (N-[2-(1-ethoxyethoxy)ethyl]dithiocarbamic acid methyl ester). As a reaction SMILES: [CH3:1][S:2][C:3](=[S:8])[NH:4][CH2:5][CH2:6][OH:7].[CH2:9]([O:11][CH:12]=[CH2:13])[CH3:10].O.C1(C)C=CC(S(O)(=O)=O)=CC=1>C(N(CC)CC)C>[CH3:1][S:2][C:3](=[S:8])[NH:4][CH2:5][CH2:6][O:7][CH:9]([O:11][CH2:12][CH3:13])[CH3:10] |f:2.3|. The reactants are FC(C(C1=NNC(=C1[N+](=O)[O-])C)(F)F)(C(F)(F)F)F (3-Heptafluoropropyl-5-methyl-4-nitro-1H-pyrazole), CN(C)C=O (DMF), C(=O)([O-])[O-].[K+].[K+] (K2CO3), ClCC(=O)N1CCN(CC1)C1=CC=C(C=C1)Cl (2-Chloro-1-[4-(4-chloro-phenyl)-piperazin-1-yl]-ethanone). Run in CCCCCC.C(C)(=O)OCC (hexane ethyl acetate). The product is ClC1=CC=C(C=C1)N1CCN(CC1)C(CN1N=C(C(=C1C)[N+](=O)[O-])C(C(C(F)(F)F)(F)F)(F)F)=O (1-[4-(4-Chloro-phenyl)-piperazin-1-yl]-2-(3-heptafluoropropyl-5-methyl-4-nitro-pyrazol-1-yl)-ethanone). Reaction SMILES: [F:1][C:2]([F:19])([C:15]([F:18])([F:17])[F:16])[C:3]([F:14])([F:13])[C:4]1[C:8]([N+:9]([O-:11])=[O:10])=[C:7]([CH3:12])[NH:6][N:5]=1.C([O-])([O-])=O.[K+].[K+].Cl[CH2:27][C:28]([N:30]1[CH2:35][CH2:34][N:33]([C:36]2[CH:41]=[CH:40][C:39]([Cl:42])=[CH:38][CH:37]=2)[CH2:32][CH2:31]1)=[O:29].CN(C=O)C>CCCCCC.C(OCC)(=O)C>[Cl:42][C:39]1[CH:38]=[CH:37][C:36]([N:33]2[CH2:32][CH2:31][N:30]([C:28](=[O:29])[CH2:27][N:6]3[C:7]([CH3:12])=[C:8]([N+:9]([O-:11])=[O:10])[C:4]([C:3]([F:13])([F:14])[C:2]([F:1])([F:19])[C:15]([F:17])([F:18])[F:16])=[N:5]3)[CH2:35][CH2:34]2)=[CH:41][CH:40]=1 |f:1.2.3,6.7|. Procedure details: Protocol T was followed using 3-Heptafluoropropyl-5-methyl-4-nitro-1H-pyrazole, K2CO3, 2-Chloro-1-[4-(4-chloro-phenyl)-piperazin-1-yl]-ethanone and DMF. Column chromatography using a solvent mixture (hexane/ethyl acetate=1/4, Rf=0.81) afforded the title compound as colorless oil. 1H NMR (400 MHz, CDCl3): 6.92-7.02 (m, 2H), 6.82-6.9 (m, 2H), 5.04-5.14 (m, 2H), 3.64-3.82 (m, 4H), 3.06-3.18 (m, 4H), 2.6-2.66 (d, 3H). 13C NMR (400 MHz, CDCl3): 160.4, 146, 144.2, 119.2, 118.2, 52, 50.8, 50.6, 46, 42,... Reactants: [OH-].[Na+] (sodium hydroxide), C(C)(=O)C(C=1C=C(C=CC1[N+](=O)[O-])C(C(=O)OCC)(C(=O)OCC)C)C(=O)OC (diethyl 2-[3-[acetyl(methoxycarbonyl)methyl]-4-nitrophenyl]-2-methylmalonate), C(C)(=O)C(C=1C=C(C=CC1[N+](=O)[O-])C(C(=O)OCC)(C(=O)OCC)C)C(=O)OC (diethyl 2-[3-[acetyl(methoxycarbonyl)methyl]-4-nitrophenyl]-2-methylmalonate), Cl (hydrochloric acid). The solvent is CO (methanol). Run at time 15 hour. The product is C(=O)(O)CC=1C=C(C=CC1[N+](=O)[O-])C(C(=O)O)C (2-(3-carboxymethyl-4-nitrophenyl)propionic acid). The yield is 65.0%. As a reaction SMILES: [OH-].[Na+].Cl.C([CH:7]([C:29]([O:31]C)=[O:30])[C:8]1[CH:9]=[C:10]([C:17](C)([C:23](OCC)=O)[C:18]([O:20]CC)=[O:19])[CH:11]=[CH:12][C:13]=1[N+:14]([O-:16])=[O:15])(=O)C>CO>[C:29]([CH2:7][C:8]1[CH:9]=[C:10]([CH:17]([CH3:23])[C:18]([OH:20])=[O:19])[CH:11]=[CH:12][C:13]=1[N+:14]([O-:16])=[O:15])([OH:31])=[O:30] |f:0.1|. Procedure details: In methanol (1 mL) was dissolved diethyl 2-[3-[acetyl(methoxycarbonyl)methyl]-4-nitrophenyl]-2-methylmalonate (obtained in (1) above, 50.9 mg, 0.124 mmol.). The resulting solution was stirred for 15 hours at room temperature after addition of 2M aqueous sodium hydroxide solution (1.5 mL, 3 mmol.). The reaction mixture was then stirred at 60° C. for 3 hours after addition of 6M hydrochloric acid (1 mL, 3 mmol.). The mixture was cooled and extracted with ethyl acetate. The ethyl acetate portion wa... Run in ClCCl (dichloromethane), O (water), ClCCl (dichloromethane). Reaction conditions: time 5 minute. Reaction SMILES: [CH3:1][O:2][C:3]1[C:12]2[C:7](=[CH:8][CH:9]=[CH:10][CH:11]=2)[C:6]([S:13]([N:16]2[C:24]3[C:19](=[CH:20][CH:21]=[CH:22][CH:23]=3)[CH:18]([C:25]([OH:27])=O)[CH2:17]2)(=[O:15])=[O:14])=[CH:5][CH:4]=1.ON1C2C=CC=CC=2N=N1.CC(C)N=C=NC(C)C.[CH3:47][N:48]1[CH2:52][CH2:51][CH2:50][CH:49]1[CH2:53][CH2:54][NH2:55]>ClCCl.O>[CH3:47][N:48]1[CH2:52][CH2:51][CH2:50][CH:49]1[CH2:53][CH2:54][NH:55][C:25]([CH:18]1[C:19]2[C:24](=[CH:23][CH:22]=[CH:21][CH:20]=2)[N:16]([S:13]([C:6]2[C:7]3[C:12](=[CH:11][CH:10]=[CH:9][CH:8]=3)[C:3]([O:2][CH3:1])=[CH:4][CH:5]=2)(=[O:14])=[O:15])[CH2:17]1)=[O:27]. Procedure: To a solution of 1-(4-methoxynaphthalene-1-sulfonyl)-2,3-dihydro-1H-indole-3-carboxylic acid (C) (900 mg, 2.35 mmol) in dichloromethane (20 cm3) was added 1-hydroxybenzotriazole (HOBT, 0.48 g, 3.53 mmol) and 1,3-diisopropylcarbodidiimide (DIC, 0.55 cm3, 3.53 mmol). This was left to stir at room temperature for 5 min, before adding 2-(1-methyl-pyrrolidin-2-yl)-ethylamine (0.342 cm3, 2.35 mmol). The reaction was stirred for 16 h at room temperature before water (60 cm3) was added followed by dichl... Yield: 68.9%. Reactants: COC1=CC=C(C2=CC=CC=C12)S(=O)(=O)N1CC(C2=CC=CC=C12)C(=O)O (1-(4-methoxynaphthalene-1-sulfonyl)-2,3-dihydro-1H-indole-3-carboxylic acid), ON1N=NC2=C1C=CC=C2 (1-hydroxybenzotriazole), CC(N=C=NC(C)C)C (DIC), CN1C(CCC1)CCN (2-(1-methyl-pyrrolidin-2-yl)-ethylamine). Product: CN1C(CCC1)CCNC(=O)C1CN(C2=CC=CC=C12)S(=O)(=O)C1=CC=C(C2=CC=CC=C12)OC (1-(4-Methoxynaphthalene-1-sulfonyl)-2,3-dihydro-1H-indole-3-carboxylic acid [2-(1-methyl-pyrrolidin-2-yl)-ethyl]amide).